This data is from the Open Reaction Database (ORD), a public repository of structured organic reaction records. The task is: describe an organic reaction: reactants, conditions, products, and yield Reactants: FC1=C(C=C(C=C1)S(=O)(=O)CCC)C#C[Si](C)(C)C ({[2-Fluoro-5-(propylsulfonyl)phenyl]ethynyl}trimethyl silane), IC1=CC2=C(C=CS2(=O)=O)C=C1 (6-iodo-1-benzothiophene 1,1-dioxide), IC1=CC2=C(C=CS2(=O)=O)C=C1 (6-iodo-1-benzothiophene 1,1-dioxide), C(C)(C)(C)OC(COC1=C(C=C(C=C1)Cl)C#C)=O (tert-butyl(4-chloro-2-ethynylphenoxy)acetate), C(C)(C)(C)OC(COC1=C(C=C(C=C1)Cl)C#C)=O (tert-butyl(4-chloro-2-ethynylphenoxy)acetate). The product is C(C)(C)(C)OC(COC1=C(C=C(C=C1)Cl)C#CC1=CC2=C(C=CS2(=O)=O)C=C1)=O (tert-butyl{4-chloro-2-[(1,1-dioxido-1-benzothien-6-yl)ethynyl]phenoxy}acetate). Reaction SMILES: F[C:2]1[CH:7]=[CH:6][C:5]([S:8]([CH2:11][CH2:12]C)(=[O:10])=[O:9])=[CH:4][C:3]=1[C:14]#[C:15][Si](C)(C)C.[C:20]([O:24][C:25](=[O:37])[CH2:26][O:27][C:28]1[CH:33]=[CH:32][C:31]([Cl:34])=[CH:30][C:29]=1C#C)([CH3:23])([CH3:22])[CH3:21].IC1C=CC2C=CS(=O)(=O)C=2C=1>>[C:20]([O:24][C:25](=[O:37])[CH2:26][O:27][C:28]1[CH:33]=[CH:32][C:31]([Cl:34])=[CH:30][C:29]=1[C:15]#[C:14][C:3]1[CH:2]=[CH:7][C:6]2[CH:12]=[CH:11][S:8](=[O:9])(=[O:10])[C:5]=2[CH:4]=1)([CH3:23])([CH3:21])[CH3:22]. Reported procedure: Following the general method as outlined in Intermediate 107, starting from (4-chloro-2-ethynyl-phenoxy)-acetic acid tert-butyl ester (Intermediate 3) and 6-iodo-1-benzothiophene 1,1-dioxide (Intermediate 236), the title compound was obtained as a yellow solid after purification by flash column chromatography (silica), eluting with cyclohexane containing increasing amounts of EtOAc.